This data is from the Open Reaction Database (ORD), a public repository of structured organic reaction records. The task is: describe an organic reaction: reactants, conditions, products, and yield The product is C(C1=CC=CC=C1)(=O)C=1N2CCC(C2=CC1)C(=O)N(C1=CC=CC=C1)C (5-benzoyl-N-methyl-N-phenyl-2,3-dihydro-1H-pyrrolizine-1-carboxamide). Solvent: C1(=CC=CC=C1)C (toluene). Reactants: CN(C(=O)C1CCN2C=CC=C12)C1=CC=CC=C1 (N-Methyl-N-phenyl-2,3-dihydro-1H-pyrrolizine-1-carboxamide), C([O-])([O-])=O.[Li+].[Li+] (lithium carbonate), C(C1=CC=CC=C1)(=O)Cl (Benzoyl chloride). Reported procedure: N-Methyl-N-phenyl-2,3-dihydro-1H-pyrrolizine-1-carboxamide (52 g, 216 mmol), lithium carbonate (24 g, 325 mmol, 1.5 equivalents), and toluene (155 mL) were heated to a reflux temperature of 100° C. to 105° C. Benzoyl chloride (37.5 g, 267 mmol, 1.25 equivalents) was added, and the entire reaction mixture was allowed to reflux for an additional 6 hours to 8 hours. Once the reaction was complete, the mixture was cooled to 70° C. to 80° C., lithium carbonate was filtered off and the filter cake was... Yield: 82.9%. RXN SMILES: [CH3:1][N:2]([C:13]1[CH:18]=[CH:17][CH:16]=[CH:15][CH:14]=1)[C:3]([CH:5]1[C:12]2[N:8]([CH:9]=[CH:10][CH:11]=2)[CH2:7][CH2:6]1)=[O:4].C(=O)([O-])[O-].[Li+].[Li+].[C:25](Cl)(=[O:32])[C:26]1[CH:31]=[CH:30][CH:29]=[CH:28][CH:27]=1>C1(C)C=CC=CC=1>[C:25]([C:9]1[N:8]2[C:12](=[CH:11][CH:10]=1)[CH:5]([C:3]([N:2]([CH3:1])[C:13]1[CH:18]=[CH:17][CH:16]=[CH:15][CH:14]=1)=[O:4])[CH2:6][CH2:7]2)(=[O:32])[C:26]1[CH:31]=[CH:30][CH:29]=[CH:28][CH:27]=1 |f:1.2.3|. Conditions: time 30 minute. Starting materials: ClC1=CC(=CC=C1)C(=O)OO (metachloroperbenzoic acid), S(=S)(=O)([O-])[O-].[Na+].[Na+] (sodium thiosulfate), C(O)([O-])=O.[Na+] (sodium hydrogen carbonate), CC=1C=C(C=C(C1)C)SC1=C(N=C(N1C)C)C(C)C (5-(3,5-dimethylphenylthio)-4-isopropyl-1,2-dimethyl-1H-imidazole). The solvent is C(Cl)Cl (methylene chloride). Conditions: time 1 hour. The product is CC=1C=C(C=C(C1)C)S(=O)(=O)C1=C(N=C(N1C)C)C(C)C (5-(3,5-dimethylphenylsulfonyl)-4-isopropyl-1,2-dimethyl-1H-imidazole). Yield: 39.0%. As a reaction SMILES: CC1C=C(S[C:10]2[N:14]([CH3:15])[C:13]([CH3:16])=[N:12][C:11]=2[CH:17]([CH3:19])[CH3:18])C=C(C)C=1.Cl[C:21]1[CH:26]=[CH:25][CH:24]=[C:23]([C:27](OO)=O)[CH:22]=1.[S:31]([O-:35])([O-])(=[O:33])=S.[Na+].[Na+].[C:38](=O)([O-])O.[Na+]>C(Cl)Cl>[CH3:38][C:21]1[CH:26]=[C:25]([S:31]([C:10]2[N:14]([CH3:15])[C:13]([CH3:16])=[N:12][C:11]=2[CH:17]([CH3:18])[CH3:19])(=[O:35])=[O:33])[CH:24]=[C:23]([CH3:27])[CH:22]=1 |f:2.3.4,5.6|. Procedure: In methylene chloride (6 ml)was dissolved 60 mg (0.20 mmol)of 5-(3,5-dimethylphenylthio)-4-isopropyl-1,2-dimethyl-1H-imidazole, followed by addition of 223 mg (1.00 mmol)of 80% metachloroperbenzoic acid, and the mixture was stirred at room temperature for 1 hour. To the reaction mixture, an aqueous solution of sodium thiosulfate and then an aqueous solution of sodium hydrogen carbonate were added, and the mixture was extracted with methylene chloride. The extract was washed with saturated brine ... Reactants: CS(=O)(=O)Cl, CCOC(C)=O, ClCCl, COc1ccc(C(=O)c2ccc(N)cc2)cc1, O, c1ccncc1. Product: COc1ccc(C(=O)c2ccc(NS(C)(=O)=O)cc2)cc1. As a reaction SMILES: [CH3:1][S:2]([Cl:3])(=[O:4])=[O:5].[CH3:32][CH2:33][O:34][C:35]([CH3:36])=[O:37].[Cl:29][CH2:30][Cl:31].[NH2:6][c:7]1[cH:8][cH:9][c:10]([C:13](=[O:14])[c:15]2[cH:16][cH:17][c:18]([O:21][CH3:22])[cH:19][cH:20]2)[cH:11][cH:12]1.[OH2:38].[cH:23]1[cH:24][cH:25][n:26][cH:27][cH:28]1>>[CH3:1][S:2](=[O:4])(=[O:5])[NH:6][c:7]1[cH:8][cH:9][c:10]([C:13](=[O:14])[c:15]2[cH:16][cH:17][c:18]([O:21][CH3:22])[cH:19][cH:20]2)[cH:11][cH:12]1. Reactants: O=C1C=C(C=NN1)C(=O)N[C@@]1(COCC1)C(=O)OCCCC (n-Butyl(S)-3-[(6-oxo-1,6-dihydro-pyridazine-4-carbonyl)-amino]-tetrahydrofuran-3-carboxylate). The solvent is [OH-].[Na+] (sodium hydroxide). The product is O=C1C=C(C=NN1)C(=O)N[C@@]1(COCC1)C(=O)O ((S)-3-[(6-oxo-1,6-dihydro-pyridazine-4-carbonyl)-amino]-tetrahydro-furan-3-carboxylic acid). The yield is 71.0%. RXN SMILES: [O:1]=[C:2]1[NH:7][N:6]=[CH:5][C:4]([C:8]([NH:10][C@@:11]2([C:16]([O:18]CCCC)=[O:17])[CH2:15][CH2:14][O:13][CH2:12]2)=[O:9])=[CH:3]1>[OH-].[Na+]>[O:1]=[C:2]1[NH:7][N:6]=[CH:5][C:4]([C:8]([NH:10][C@@:11]2([C:16]([OH:18])=[O:17])[CH2:15][CH2:14][O:13][CH2:12]2)=[O:9])=[CH:3]1 |f:1.2|. Procedure: n-Butyl(S)-3-[(6-oxo-1,6-dihydro-pyridazine-4-carbonyl)-amino]-tetrahydrofuran-3-carboxylate (21.0 g, 67.9 mmol) was stirred vigorously in 200 mL of 1N sodium hydroxide solution for 1 hour. The mixture was then extracted twice with 100 mL of diethyl ether, the alkaline aqueous phase was then combined with 50 mL of 4N hydrochloric acid. The mixture was then evaporated to dryness and the residue was stirred with 150 mL ethanol. Undissolved ingredients were then filtered off and the filtrate was ev... The reactants are N(=O)[O-].[Na+] (sodium nitrite), CCOCC (Et2O), NC1=C(C(=O)OC)C=C(N=C1C1=CC=C(C=C1)S(=O)(=O)N1CCOCC1)Br (Methyl 3-amino-6-bromo-2-(4-(morpholinosulfonyl)phenyl)-isonicotinate), [N-]=[N+]=[N-].[Na+] (sodium azide). Solvent: C(=O)(C(F)(F)F)O (TFA), O (water). Run at time 20 minute. The product is N(=[N+]=[N-])C1=C(C(=O)OC)C=C(N=C1C1=CC=C(C=C1)S(=O)(=O)N1CCOCC1)Br (methyl 3-azido-6-bromo-2-(4-(morpholinosulfonyl)phenyl)isonicotinate). The yield is 87.6%. Reaction SMILES: [NH2:1][C:2]1[C:11]([C:12]2[CH:17]=[CH:16][C:15]([S:18]([N:21]3[CH2:26][CH2:25][O:24][CH2:23][CH2:22]3)(=[O:20])=[O:19])=[CH:14][CH:13]=2)=[N:10][C:9]([Br:27])=[CH:8][C:3]=1[C:4]([O:6][CH3:7])=[O:5].N([O-])=O.[Na+].[N-:32]=[N+:33]=[N-].[Na+].CCOCC>C(O)(C(F)(F)F)=O.O>[N:1]([C:2]1[C:11]([C:12]2[CH:13]=[CH:14][C:15]([S:18]([N:21]3[CH2:22][CH2:23][O:24][CH2:25][CH2:26]3)(=[O:19])=[O:20])=[CH:16][CH:17]=2)=[N:10][C:9]([Br:27])=[CH:8][C:3]=1[C:4]([O:6][CH3:7])=[O:5])=[N+:32]=[N-:33] |f:1.2,3.4|. Procedure details: Methyl 3-amino-6-bromo-2-(4-(morpholinosulfonyl)phenyl)-isonicotinate (0.988 g, 2.17 mmol) was dissolved in TFA (11 mL) and the yellow solution was cooled in an ice bath. Powdered sodium nitrite (0.299 g, 4.33 mmol) was added with stirring to give a dark red mixture with gas evolution. After 20 min, powdered sodium azide (1.41 g, 21.7 mmol) was added over 5 min followed by Et2O (11 mL). A thick precipitate formed and, after 30 min, water was added and the mixture was extracted with EtOAc. The or...